From a dataset of the Open Reaction Database (ORD), a public repository of structured organic reaction records. describe an organic reaction: reactants, conditions, products, and yield Starting materials: COC(=O)CCCCOc1cc2c(cc1N)nc(-c1ccccc1)n2-c1ccccc1, [Cl-], O=S(=O)(O)c1ccc(Cl)cc1. Yields the product COC(=O)CCCCOc1cc2c(cc1NS(=O)(=O)c1ccc(Cl)cc1)nc(-c1ccccc1)n2-c1ccccc1. RXN SMILES: [CH3:1][O:2][C:3]([CH2:4][CH2:5][CH2:6][CH2:7][O:8][c:9]1[c:10]([NH2:30])[cH:11][c:12]2[c:13]([n:14](-[c:23]3[cH:24][cH:25][cH:26][cH:27][cH:28]3)[c:15](-[c:17]3[cH:18][cH:19][cH:20][cH:21][cH:22]3)[n:16]2)[cH:29]1)=[O:31].[Cl-:32].[Cl:33][c:34]1[cH:35][cH:36][c:37]([S:40](=[O:41])(=[O:42])[OH:43])[cH:38][cH:39]1>>[CH3:1][O:2][C:3]([CH2:4][CH2:5][CH2:6][CH2:7][O:8][c:9]1[c:10]([NH:30][S:40]([c:37]2[cH:36][cH:35][c:34]([Cl:33])[cH:39][cH:38]2)(=[O:41])=[O:42])[cH:11][c:12]2[c:13]([n:14](-[c:23]3[cH:24][cH:25][cH:26][cH:27][cH:28]3)[c:15](-[c:17]3[cH:18][cH:19][cH:20][cH:21][cH:22]3)[n:16]2)[cH:29]1)=[O:31].